From a dataset of the Open Reaction Database (ORD), a public repository of structured organic reaction records. describe an organic reaction: reactants, conditions, products, and yield The reactants are FC1=C(N)C=CC=C1 (2-fluoroaniline), [S-]C#N.[Na+] (sodium thiocyanate), BrBr (bromine), BrBr (bromine), [Br-].[Na+] (sodium bromide), C(O)([O-])=O.[Na+] (sodium hydrogencarbonate). Solvent: O (water), CO (methanol), CO (methanol). Run at temperature 0 celsius. Product: FC1=C(N)C=CC(=C1)SC#N (2-fluoro-4-thiocyanatoaniline). The yield is 86.0%. Reaction SMILES: [F:1][C:2]1[CH:8]=[CH:7][CH:6]=[CH:5][C:3]=1[NH2:4].[S-:9][C:10]#[N:11].[Na+].BrBr.[Br-].[Na+].C(=O)([O-])O.[Na+]>CO.O>[F:1][C:2]1[CH:8]=[C:7]([S:9][C:10]#[N:11])[CH:6]=[CH:5][C:3]=1[NH2:4] |f:1.2,4.5,6.7|. Procedure: To 550 ml of methanol were added 111 g of 2-fluoroaniline and 240 g of sodium thiocyanate, and the mixture was cooled to 0° C. A cooled (0° C.) solution of 176 g of bromine in 500 ml of methanol saturated with sodium bromide was added dropwise to the mixture over the period of 1 hour 15 minutes under stirring. In the course of this, cooling was effected so that the internal temperature might be maintained at not more than 3° C. After the addition of bromine was completed, the reaction mixture wa... The reactants are C1OC=2C=C(COC([C@@H]([C@H](C)O)NS(=O)(=O)C3=C(C(=C(C=C3C)OC)C)C)=O)C=CC2O1 (2(R)-(4-methoxy-2,3,6-trimethylbenzenesulfonylamino)-3(S)-hydroxybutyric acid 3,4-methylenedioxybenzyl ester), N1C=NC=C1 (imidazole), C(C)[Si](CC)(CC)Cl (triethylsilyl chloride). The solvent is O1CCCC1 (tetrahydrofuran), O1CCCC1 (tetrahydrofuran). Conditions: temperature 0 celsius, time 1 hour. The product is C1OC=2C=C(COC([C@@H]([C@H](C)O[Si](CC)(CC)CC)NS(=O)(=O)C3=C(C(=C(C=C3C)OC)C)C)=O)C=CC2O1 (2(R)-(4-methoxy-2,3,6-trimethylbenzenesulfonyl-amino)-3(S)-(triethylsilyloxy)butyric acid 3,4-methylenedioxybenzyl ester). As a reaction SMILES: [CH2:1]1[O:32][C:31]2[CH:30]=[CH:29][C:5]([CH2:6][O:7][C:8](=[O:28])[C@H:9]([NH:13][S:14]([C:17]3[C:22]([CH3:23])=[CH:21][C:20]([O:24][CH3:25])=[C:19]([CH3:26])[C:18]=3[CH3:27])(=[O:16])=[O:15])[C@@H:10]([OH:12])[CH3:11])=[CH:4][C:3]=2[O:2]1.N1C=CN=C1.[CH2:38]([Si:40](Cl)([CH2:43][CH3:44])[CH2:41][CH3:42])[CH3:39]>O1CCCC1>[CH2:1]1[O:32][C:31]2[CH:30]=[CH:29][C:5]([CH2:6][O:7][C:8](=[O:28])[C@H:9]([NH:13][S:14]([C:17]3[C:22]([CH3:23])=[CH:21][C:20]([O:24][CH3:25])=[C:19]([CH3:26])[C:18]=3[CH3:27])(=[O:16])=[O:15])[C@@H:10]([O:12][Si:40]([CH2:43][CH3:44])([CH2:41][CH3:42])[CH2:38][CH3:39])[CH3:11])=[CH:4][C:3]=2[O:2]1. Procedure details: 2(R)-(4-methoxy-2,3,6-trimethylbenzenesulfonylamino)-3(S)-hydroxybutyric acid 3,4-methylenedioxybenzyl ester (10.9 g, 23.41 mmol) and imidazole (2.07 g, 30.43 mmol was dissolved in tetrahydrofuran (28 mL). The reaction mixture was cooled to 0° C. and 1 M triethylsilyl chloride in tetrahydrofuran (28 mL, 28 mmol) was added. After 1 h, the reaction mixture was concentrated and chromatographed over a Biotage 40L column (eluted with 10% ethyl acetate-hexanes) to afford 2(R)-(4-methoxy-2,3,6-trimethy... Starting materials: [H-].[Na+] (sodium hydride), C(CCCC=C)O (5-hexen-1-ol), ClC1=NC=C(C(=N1)C1=CC=CC=C1)C1=CC=CC=C1 (2-chloro-4,5-diphenylpyrimidine). Solvent: CC(C)(C)OC (MTBE), O1CCOCC1 (dioxane). Reaction conditions: time 30 minute. Product: C(CCCC=C)OC1=NC=C(C(=N1)C1=CC=CC=C1)C1=CC=CC=C1 (2-Hex-5-enyloxy-4,5-diphenylpyrimidine). The yield is 77.9%. RXN SMILES: [CH2:1]([OH:7])[CH2:2][CH2:3][CH2:4][CH:5]=[CH2:6].[H-].[Na+].Cl[C:11]1[N:16]=[C:15]([C:17]2[CH:22]=[CH:21][CH:20]=[CH:19][CH:18]=2)[C:14]([C:23]2[CH:28]=[CH:27][CH:26]=[CH:25][CH:24]=2)=[CH:13][N:12]=1>O1CCOCC1.CC(OC)(C)C>[CH2:1]([O:7][C:11]1[N:16]=[C:15]([C:17]2[CH:22]=[CH:21][CH:20]=[CH:19][CH:18]=2)[C:14]([C:23]2[CH:24]=[CH:25][CH:26]=[CH:27][CH:28]=2)=[CH:13][N:12]=1)[CH2:2][CH2:3][CH2:4][CH:5]=[CH2:6] |f:1.2|. Procedure: 1.50 g (15 mmol) of 5-hexen-1-ol dissolved in 30 ml of dioxane were mixed with 600 mg (60%, 15 mmol) of sodium hydride and stirred at room temperature for 30 minutes. Addition of 1.7 g (7.5 mmol) of 2-chloro-4,5-diphenylpyrimidine was followed by stirring at room temperature for 6 hours. Taking up in MTBE and washing with saturated NaCl solution were followed by drying over sodium sulfate and evaporation. The residue was purified on silica gel with heptane/ethyl acetate (15:1). 1.93 g (77%) of t... The product is C(C)(=O)O[C@H]1[C@H](OC2=CC(=CC=C2)C2=CSC=C2)SC[C@H]([C@@H]1OC(C)=O)OC(C)=O (3-(3-Thienyl)phenyl 2,3,4-tri-O-acetyl-5-thio-β-D-xylopyranoside). The yield is 26.0%. Reaction SMILES: [C:1]([O:4][C@@H:5]1[C@@H:18]([O:19][C:20](=[O:22])[CH3:21])[C@H:17]([O:23][C:24](=[O:26])[CH3:25])[CH2:16][S:15][C@H:6]1[O:7][C:8]1[CH:13]=[CH:12][CH:11]=[C:10](Br)[CH:9]=1)(=[O:3])[CH3:2].[S:27]1[CH:31]=[CH:30][C:29](B(O)O)=[CH:28]1>>[C:1]([O:4][C@@H:5]1[C@@H:18]([O:19][C:20](=[O:22])[CH3:21])[C@H:17]([O:23][C:24](=[O:26])[CH3:25])[CH2:16][S:15][C@H:6]1[O:7][C:8]1[CH:13]=[CH:12][CH:11]=[C:10]([C:29]2[CH:30]=[CH:31][S:27][CH:28]=2)[CH:9]=1)(=[O:3])[CH3:2]. Reactants: C(C)(=O)O[C@H]1[C@H](OC2=CC(=CC=C2)Br)SC[C@H]([C@@H]1OC(C)=O)OC(C)=O (3-bromophenyl 2,3,4-tri-O-acetyl-5-thio-β-D-xylopyranoside), VII, S1C=C(C=C1)B(O)O (3-thiopheneboronic acid). Procedure details: By carrying out the operation analogously to example 13, starting from 3-bromophenyl 2,3,4-tri-O-acetyl-5-thio-β-D-xylopyranoside, obtained according to preparation VII, and 3-thiopheneboronic acid, the expected product is obtained in the form of white crystals with a yield of 26%. Reactants: O=CCCC=1C(=NC(=CC1)N1CC2=C(C=CC=C2CC1)C(\N=C\1/SC2=C(N1COCC[Si](C)(C)C)C=CC=C2)=O)C(=O)OC(C)(C)C ((Z)-tert-butyl 3-(3-oxopropyl)-6-(8-(3-((2-(trimethylsilyl)ethoxy)methyl)benzo[d]thiazol-2(3H)-ylidenecarbamoyl)-3,4-dihydroisoquinolin-2(1H)-yl)picolinate), [BH4-].[Na+] (NaBH4). Solvent: C1CCOC1 (THF), CO (methanol). Yields the product OCCCC=1C(=NC(=CC1)N1CC2=C(C=CC=C2CC1)C(\N=C\1/SC2=C(N1COCC[Si](C)(C)C)C=CC=C2)=O)C(=O)OC(C)(C)C ((Z)-tert-butyl 3-(3-hydroxypropyl)-6-(8-(3-((2-(trimethylsilyl)ethoxy)methyl)benzo[d]thiazol-2(3H)-ylidenecarbamoyl)-3,4-dihydroisoquinolin-2(1H)-yl)picolinate). The yield is 82.3%. Reaction SMILES: [O:1]=[CH:2][CH2:3][CH2:4][C:5]1[C:6]([C:41]([O:43][C:44]([CH3:47])([CH3:46])[CH3:45])=[O:42])=[N:7][C:8]([N:11]2[CH2:20][CH2:19][C:18]3[C:13](=[C:14]([C:21](=[O:40])/[N:22]=[C:23]4\[S:24][C:25]5[CH:39]=[CH:38][CH:37]=[CH:36][C:26]=5[N:27]\4[CH2:28][O:29][CH2:30][CH2:31][Si:32]([CH3:35])([CH3:34])[CH3:33])[CH:15]=[CH:16][CH:17]=3)[CH2:12]2)=[CH:9][CH:10]=1.[BH4-].[Na+]>C1COCC1.CO>[OH:1][CH2:2][CH2:3][CH2:4][C:5]1[C:6]([C:41]([O:43][C:44]([CH3:47])([CH3:46])[CH3:45])=[O:42])=[N:7][C:8]([N:11]2[CH2:20][CH2:19][C:18]3[C:13](=[C:14]([C:21](=[O:40])/[N:22]=[C:23]4\[S:24][C:25]5[CH:39]=[CH:38][CH:37]=[CH:36][C:26]=5[N:27]\4[CH2:28][O:29][CH2:30][CH2:31][Si:32]([CH3:35])([CH3:34])[CH3:33])[CH:15]=[CH:16][CH:17]=3)[CH2:12]2)=[CH:9][CH:10]=1 |f:1.2|. Procedure: Compound 94E (0.91 g, 1.351 mmol) in THF (30 mL) and methanol (5 mL) was treated with NaBH4 (0.102 g, 2.7 mmol). The reaction mixture was heated under reflux for 1 hour. The solvents were removed under vacuum. The residue was re-dissolved in EtOAc and treated with water. The organic layer was separated, and the aqueous layer was extracted with additional EtOAc. The combined organic layers were washed with brine, dried (MgSO4), filtered, and concentrated. The residue was purified by flash chromat... Reactants: C[Si](C)(C)O\C(\C)=N\[Si](C)(C)C ((E)-trimethylsilyl-N-(trimethylsilyl)acetimidate), FC=1C(N(C(NC1)=O)C)=N (5-fluoro-4-imino-3-methyl-3,4-dihydropyrimidin-2(1H)-one), ClC=1C=C(C(=O)Cl)C=C(C1)Cl (3,5-dichlorobenzoyl chloride). Run in C(C)#N (acetonitrile). Conditions: temperature 70 celsius, time 8 hour. Yields the product ClC=1C=C(C(=O)N2C(N(C(C(=C2)F)=N)C)=O)C=C(C1)Cl (1-(3,5-dichlorobenzoyl)-5-fluoro-4-imino-3-methyl-3,4-dihydropyrimidin-2(1H)-one). Isolated yield 39.0%. As a reaction SMILES: C[Si](O/C(=N/[Si](C)(C)C)/C)(C)C.[F:13][C:14]1[C:15](=[NH:22])[N:16]([CH3:21])[C:17](=[O:20])[NH:18][CH:19]=1.[Cl:23][C:24]1[CH:25]=[C:26]([CH:30]=[C:31]([Cl:33])[CH:32]=1)[C:27](Cl)=[O:28]>C(#N)C>[Cl:23][C:24]1[CH:25]=[C:26]([CH:30]=[C:31]([Cl:33])[CH:32]=1)[C:27]([N:18]1[CH:19]=[C:14]([F:13])[C:15](=[NH:22])[N:16]([CH3:21])[C:17]1=[O:20])=[O:28]. Reported procedure: In a capped vial, (E)-trimethylsilyl-N-(trimethylsilyl)acetimidate (157 mg, 0.774) was added to 5-fluoro-4-imino-3-methyl-3,4-dihydropyrimidin-2(1H)-one (100 mg, 0.704 mmol) and acetonitrile (1.0 mL) and heated at 70° C. for 30 min. The solution was cooled to room temperature and 3,5-dichlorobenzoyl chloride (133 mg, 0.633 mmol) was added dropwise and the contents were stirred overnight at room temperature. The reaction was concentrated with a stream of nitrogen. Diethyl ether (Et2O; 3 mL) was a... Procedure details: 20.6 g. (50 mMole) 1-[3-(5,6,7,8-tetrahydronaphth-1-yloxy)-2-hydroxy-prop-1-yl]-4-(2-nitrophenyl)-piperazine (prepared in the manner described in Example 9) were hydrogenated in tetrahydrofuran, in the presence of Raney nickel in a manner analogous to that described in Example 7. There were thus obtained 19.4 g. (85% of theory) 1-[3-(5,6,7,8-tetrahydronaphth-1-yloxy)-2-hydroxy-prop-1-yl]-4-(2-aminophenyl)-piperazine dihydrochloride, which has a melting point of 268°-271°C. The free base obtained... Reagents/catalysts: [Ni] (Raney nickel). As a reaction SMILES: [C:1]1([O:11][CH2:12][CH:13]([OH:30])[CH2:14][N:15]2[CH2:20][CH2:19][N:18]([C:21]3[CH:26]=[CH:25][CH:24]=[CH:23][C:22]=3[N+:27]([O-])=O)[CH2:17][CH2:16]2)[C:10]2[CH2:9][CH2:8][CH2:7][CH2:6][C:5]=2[CH:4]=[CH:3][CH:2]=1.Cl.Cl.C1(OCC(O)CN2CCN(C3C=CC=CC=3N)CC2)C2CCCCC=2C=CC=1>O1CCCC1.[Ni]>[C:1]1([O:11][CH2:12][CH:13]([OH:30])[CH2:14][N:15]2[CH2:16][CH2:17][N:18]([C:21]3[CH:26]=[CH:25][CH:24]=[CH:23][C:22]=3[NH2:27])[CH2:19][CH2:20]2)[C:10]2[CH2:9][CH2:8][CH2:7][CH2:6][C:5]=2[CH:4]=[CH:3][CH:2]=1 |f:1.2.3|. Solvent: O1CCCC1 (tetrahydrofuran). Product: C1(=CC=CC=2CCCCC12)OCC(CN1CCN(CC1)C1=C(C=CC=C1)N)O (1-[3-(5,6,7,8-Tetrahydronaphth-1-yloxy)-2-hydroxy-prop-1-yl]-4-(2-aminophenyl)-piperazine). Reactants: C1(=CC=CC=2CCCCC12)OCC(CN1CCN(CC1)C1=C(C=CC=C1)[N+](=O)[O-])O (1-[3-(5,6,7,8-tetrahydronaphth-1-yloxy)-2-hydroxy-prop-1-yl]-4-(2-nitrophenyl)-piperazine), Cl.Cl.C1(=CC=CC=2CCCCC12)OCC(CN1CCN(CC1)C1=C(C=CC=C1)N)O (1-[3-(5,6,7,8-tetrahydronaphth-1-yloxy)-2-hydroxy-prop-1-yl]-4-(2-aminophenyl)-piperazine dihydrochloride).